Dataset: the Open Reaction Database (ORD), a public repository of structured organic reaction records. Task: describe an organic reaction: reactants, conditions, products, and yield Reactants: ClC1=C(C=CC(=C1)Cl)C(CC(=O)OC)=O (methyl 3-(2,4-dichlorophenyl)-3-oxopropionate), O.NN (hydrazine hydrate). The solvent is C(C)O (ethanol). Conditions: time 15 minute. The product is ClC1=C(C=CC(=C1)Cl)C1=NNC(=C1)O (3-(2,4-dichlorophenyl)-5-hydroxy-1H-pyrazole). Isolated yield 79.4%. RXN SMILES: [Cl:1][C:2]1[CH:7]=[C:6]([Cl:8])[CH:5]=[CH:4][C:3]=1[C:9](=O)[CH2:10][C:11]([O:13]C)=O.O.[NH2:17][NH2:18]>C(O)C>[Cl:1][C:2]1[CH:7]=[C:6]([Cl:8])[CH:5]=[CH:4][C:3]=1[C:9]1[CH:10]=[C:11]([OH:13])[NH:18][N:17]=1 |f:1.2|. Procedure details: 970 g of methyl 3-(2,4-dichlorophenyl)-3-oxopropionate were initially charged in 4000 ml of ethanol. Over a period of 15 min, 201 g of hydrazine hydrate were added dropwise, the mixture was stirred at room temperature overnight, the precipitated solid was filtered off and the filtrate was concentrated to ⅓ of its original volume. The filtrate was stirred for another two nights, the resulting solid was filtered off with suction and the filtrate was again concentrated to ⅓ of its original volume. ... Starting materials: COC=1C(=C(CCO)C=C(C1OC)OC)[N+](=O)[O-] (3,4,5-trimethoxy-2-nitrobenzyl methanol), P(Br)(Br)Br (PBr3). Run in C(Cl)Cl (CH2Cl2). Conditions: time 2 hour. Yields the product [N+](=O)([O-])C1=C(CBr)C=C(C(=C1OC)OC)OC (2-nitro-3,4,5-trimethoxybenzyl bromide). Yield: 68.0%. As a reaction SMILES: [CH3:1][O:2][C:3]1[C:4]([N+:16]([O-:18])=[O:17])=[C:5]([CH:9]=[C:10]([O:14][CH3:15])[C:11]=1[O:12][CH3:13])[CH2:6]CO.P(Br)(Br)[Br:20]>C(Cl)Cl>[N+:16]([C:4]1[C:3]([O:2][CH3:1])=[C:11]([O:12][CH3:13])[C:10]([O:14][CH3:15])=[CH:9][C:5]=1[CH2:6][Br:20])([O-:18])=[O:17]. Procedure details: To a stirred solution of the 3,4,5-Trimethoxy-2-nitrobenzoic acid (5 g, 19.40 mmol) in THF (30 ml) was added by BH3 (1.0 M in THF, 29.1 ml) under nitrogen. The mixture was stirred and refluxed for 2 hours. After cooling, the reaction mixture was extracted with water and CH2Cl2. The combined organic layers were dried over MgSO4, and then evaporated to afford 3,4,5-Trimethoxy-2-nitrobenzyl methanol. The crude 3,4,5-trimethoxy-2-nitrobenzyl methanol was dissolved in anhydrous CH2Cl2 (20 mL) and was... Starting materials: CC1(C)OCC(C2CO2)O1, [Cl-], [N-]=[N+]=[N-], [Na+], [Na+], C1COCCO1, O. Yields the product CC1(C)OCC(C(O)CN=[N+]=[N-])O1. Reaction SMILES: [CH3:5][C:6]1([CH3:14])[O:7][CH2:8][CH:9]([CH:11]2[CH2:12][O:13]2)[O:10]1.[Cl-:16].[N-:2]=[N+:3]=[N-:4].[Na+:15].[Na+:1].[O:18]1[CH2:19][CH2:20][O:21][CH2:22][CH2:23]1.[OH2:17]>>[N:2](=[N+:3]=[N-:4])[CH2:12][CH:11]([CH:9]1[CH2:8][O:7][C:6]([CH3:5])([CH3:14])[O:10]1)[OH:13]. Starting materials: ClC1=CC=C2C(=N1)C(=NN2C)I (5-chloro-3-iodo-1-methyl-1H-pyrazolo[4,3-b]pyridine), 5-chloro-3-iodo-2-methyl-21-1-pyrazolo[4,3-b]pyridine, N1=CC(=CC=C1)B(O)O (pyridin-3-ylboronic acid). Conditions: temperature 70 celsius, time 2 hour. Product: ClC1=CC=C2C(=N1)C(=NN2C)C=2C=NC=CC2 (5-chloro-1-methyl-3-(pyridin-3-yl)-1H-pyrazolo[4,3-b]pyridine). As a reaction SMILES: [Cl:1][C:2]1[N:7]=[C:6]2[C:8](I)=[N:9][N:10]([CH3:11])[C:5]2=[CH:4][CH:3]=1.[N:13]1[CH:18]=[CH:17][CH:16]=[C:15](B(O)O)[CH:14]=1>>[Cl:1][C:2]1[N:7]=[C:6]2[C:8]([C:15]3[CH:14]=[N:13][CH:18]=[CH:17][CH:16]=3)=[N:9][N:10]([CH3:11])[C:5]2=[CH:4][CH:3]=1. Reported procedure: To a solution of 5-chloro-3-iodo-1-methyl-1H-pyrazolo[4,3-b]pyridine (104 mg, 0.354 mmol, containing the isomer 5-chloro-3-iodo-2-methyl-21-1-pyrazolo[4,3-b]pyridine) was added pyridin-3-ylboronic acid (52 mg, 0.425 mmol). The reaction mixture was heated at 70° C. for 1 hr. Then the temperature was raised to 90° C. and the reaction was stirred at 90° C. for 2 h. The reaction was cooled down, washed with sat. NaHCO3, extracted with EtOAc, dried over MgSO4, filtered, concentrated down and purified... Starting materials: CC(C)(C)OC(=O)NCCI, C[Si](C)(C)CCN1C(=O)CN(c2ccc(I)cc2OCc2ccccc2)S1(=O)=O, CCOC(C)=O, [I-], CN(C)C=O, [Zn]. Product: CC(C)(C)OC(=O)NCCc1ccc(N2CC(=O)N(CC[Si](C)(C)C)S2(=O)=O)c(OCc2ccccc2)c1. As a reaction SMILES: [C:1]([CH3:2])([CH3:3])([CH3:4])[O:5][C:6]([NH:7][CH2:8][CH2:9][I:10])=[O:11].[CH2:13]([c:14]1[cH:15][cH:16][cH:17][cH:18][cH:19]1)[O:20][c:21]1[c:22]([N:28]2[CH2:29][C:30](=[O:41])[N:31]([CH2:35][CH2:36][Si:37]([CH3:38])([CH3:39])[CH3:40])[S:32]2(=[O:33])=[O:34])[cH:23][cH:24][c:25]([I:27])[cH:26]1.[CH3:47][CH2:48][O:49][C:50]([CH3:51])=[O:52].[I-:12].[O:42]=[CH:43][N:44]([CH3:45])[CH3:46].[Zn:53]>>[C:1]([CH3:2])([CH3:3])([CH3:4])[O:5][C:6]([NH:7][CH2:8][CH2:9][c:25]1[cH:24][cH:23][c:22]([N:28]2[CH2:29][C:30](=[O:41])[N:31]([CH2:35][CH2:36][Si:37]([CH3:38])([CH3:39])[CH3:40])[S:32]2(=[O:33])=[O:34])[c:21]([O:20][CH2:13][c:14]2[cH:15][cH:16][cH:17][cH:18][cH:19]2)[cH:26]1)=[O:11]. Starting materials: ClC(=O)OCC(C)C (isobutyl chloroformate), C[Si](ON)(C)C (O-(Trimethylsilyl)hydroxylamine), C1(CCCCC1)CCC[C@H](CC(=O)O)C1=NC(=NO1)CS(=O)(=O)CCC ((3R)-6-cyclohexyl-3-{3-[(propylsulfonyl)methyl]-1,2,4-oxadiazol-5-yl}hexanoic acid), N1=C(C=CC=C1C)C (2,6-lutidine). Solvent: ClCCl (dichloromethane), CO (methanol). Run at time 1 hour. Product: C1(CCCCC1)CCC[C@H](CC(=O)NO)C1=NC(=NO1)CS(=O)(=O)CCC ((3R)-6-Cyclohexyl-N-hydroxy-3-{3-[(propylsulfonyl)methyl]-1,2,4-oxadiazol-5-yl}hexanamide). Isolated yield 45.3%. Reaction SMILES: [CH:1]1([CH2:7][CH2:8][CH2:9][C@@H:10]([C:15]2[O:19][N:18]=[C:17]([CH2:20][S:21]([CH2:24][CH2:25][CH3:26])(=[O:23])=[O:22])[N:16]=2)[CH2:11][C:12](O)=[O:13])[CH2:6][CH2:5][CH2:4][CH2:3][CH2:2]1.N1C(C)=CC=CC=1C.ClC(OCC(C)C)=O.C[Si](C)(C)[O:45][NH2:46]>ClCCl.CO>[CH:1]1([CH2:7][CH2:8][CH2:9][C@@H:10]([C:15]2[O:19][N:18]=[C:17]([CH2:20][S:21]([CH2:24][CH2:25][CH3:26])(=[O:23])=[O:22])[N:16]=2)[CH2:11][C:12]([NH:46][OH:45])=[O:13])[CH2:6][CH2:5][CH2:4][CH2:3][CH2:2]1. Procedure details: A solution of (3R)-6-cyclohexyl-3-{3-[(propylsulfonyl)methyl]-1,2,4-oxadiazol-5-yl}hexanoic acid (Preparation 97) (298 mg, 0.77 mmol) and 2,6-lutidine (135 μl, 1.16 mmol) in dichloromethane (10 ml) was cooled to 0° C., treated with isobutyl chloroformate (100 μl, 0.77 mmol) and stirred under a nitrogen atmosphere for 1 hour. O-(Trimethylsilyl)hydroxylamine (310 μl, 2.31 mmol) was added and the mixture was stirred for 4 hours, being allowed to warm to room temperature over this time. The mixture ...